The task is: describe an organic reaction: reactants, conditions, products, and yield. This data is from the Open Reaction Database (ORD), a public repository of structured organic reaction records. The reactants are N12C(C(CC2CC1=O)=O)C(=O)OCC1=CC=CC=C1 (benzyl 1-azabicyclo[3.2.0]heptan-3,7-dione-2-carboxylate), CO (methanol). The product is COC1=C(N2C(CC2C1)=O)C(=O)OCC1=CC=CC=C1 (benzyl 3-methoxy-1-azabicyclo[3.2.0]hept-2-en-7-one-2-carboxylate). RXN SMILES: [N:1]12[C:7](=[O:8])[CH2:6][CH:5]1[CH2:4][C:3](=[O:9])[CH:2]2[C:10]([O:12][CH2:13][C:14]1[CH:19]=[CH:18][CH:17]=[CH:16][CH:15]=1)=[O:11].[CH3:20]O>>[CH3:20][O:9][C:3]1[CH2:4][CH:5]2[N:1]([C:7](=[O:8])[CH2:6]2)[C:2]=1[C:10]([O:12][CH2:13][C:14]1[CH:19]=[CH:18][CH:17]=[CH:16][CH:15]=1)=[O:11]. Procedure: A solution of benzyl 1-azabicyclo[3.2.0]heptan-3,7-dione-2-carboxylate (26 mg) in anhydrous methanol (1 ml) at 0° C. is treated with ethereal CH2N2 until a yellow color persists. The mixture is stirred 15 more minutes in the cold and then evaporated in vacuo. Chromatography of the residue on silica gel provides benzyl 3-methoxy-1-azabicyclo[3.2.0]hept-2-en-7-one-2-carboxylate. Starting materials: ClC1=CC(=C(C#N)C=C1)C1=CC(NC=C1F)=O (4-chloro-2-(5-fluoro-2-oxo-1,2-dihydropyridin-4-yl)benzonitrile), BrC(C(=O)OC(C)(C)C)C (tert-butyl 2-bromopropanoate). Product: ClC=1C=CC(=C(C1)C1=CC(N(C=C1F)C(C(=O)OC(C)(C)C)C)=O)C#N (tert-Butyl 2-[4-(5-chloro-2-cyanophenyl)-5-fluoro-2-oxopyridin-1(2H)-yl]propanoate). Reaction SMILES: [Cl:1][C:2]1[CH:9]=[CH:8][C:5]([C:6]#[N:7])=[C:4]([C:10]2[C:15]([F:16])=[CH:14][NH:13][C:12](=[O:17])[CH:11]=2)[CH:3]=1.Br[CH:19]([CH3:27])[C:20]([O:22][C:23]([CH3:26])([CH3:25])[CH3:24])=[O:21]>>[Cl:1][C:2]1[CH:9]=[CH:8][C:5]([C:6]#[N:7])=[C:4]([C:10]2[C:15]([F:16])=[CH:14][N:13]([CH:19]([CH3:27])[C:20]([O:22][C:23]([CH3:26])([CH3:25])[CH3:24])=[O:21])[C:12](=[O:17])[CH:11]=2)[CH:3]=1. Procedure: 126 mg (0.51 mmol) of 4-chloro-2-(5-fluoro-2-oxo-1,2-dihydropyridin-4-yl)benzonitrile and 1.05 eq. of tert-butyl 2-bromopropanoate (racemate) were reacted according to General Method 4B at 100° C. Yield: 48 mg (25% of theory)